This data is from the Open Reaction Database (ORD), a public repository of structured organic reaction records. The task is: describe an organic reaction: reactants, conditions, products, and yield Starting materials: C([O-])(O)=O.[Na+] (sodium bicarbonate), C([O-])([O-])=O.[K+].[K+] (Potassium carbonate), BrCCCO (3-bromo-1-propanol), C(C1=CC=CC=C1)OC1=C(C(=O)NC2=C(C(=O)OC)C=CC(=C2)C2=CC=CC=C2)C=C(C=C1)OCCN1CCNCC1 (methyl 2-(2-(benzyloxy)-5-(2-(piperazin-1-yl)ethoxy)benzamido)-4-phenylbenzoate). Solvent: C(C)(=O)OCC (ethyl acetate), CC(CC)=O (2-butanone). The product is C(C1=CC=CC=C1)OC1=C(C(=O)NC2=C(C(=O)OC)C=CC(=C2)C2=CC=CC=C2)C=C(C=C1)OCCN1CCN(CC1)CCCO (methyl 2-(2-(benzyloxy)-5-(2-(4-(3-hydroxypropyl)piperazin-1-yl)ethoxy)benzamido)-4-phenylbenzoate). Reaction SMILES: C(=O)([O-])[O-].[K+].[K+].Br[CH2:8][CH2:9][CH2:10][OH:11].[CH2:12]([O:19][C:20]1[CH:44]=[CH:43][C:42]([O:45][CH2:46][CH2:47][N:48]2[CH2:53][CH2:52][NH:51][CH2:50][CH2:49]2)=[CH:41][C:21]=1[C:22]([NH:24][C:25]1[CH:34]=[C:33]([C:35]2[CH:40]=[CH:39][CH:38]=[CH:37][CH:36]=2)[CH:32]=[CH:31][C:26]=1[C:27]([O:29][CH3:30])=[O:28])=[O:23])[C:13]1[CH:18]=[CH:17][CH:16]=[CH:15][CH:14]=1.C(=O)(O)[O-].[Na+]>C(OCC)(=O)C.CC(=O)CC>[CH2:12]([O:19][C:20]1[CH:44]=[CH:43][C:42]([O:45][CH2:46][CH2:47][N:48]2[CH2:53][CH2:52][N:51]([CH2:8][CH2:9][CH2:10][OH:11])[CH2:50][CH2:49]2)=[CH:41][C:21]=1[C:22]([NH:24][C:25]1[CH:34]=[C:33]([C:35]2[CH:40]=[CH:39][CH:38]=[CH:37][CH:36]=2)[CH:32]=[CH:31][C:26]=1[C:27]([O:29][CH3:30])=[O:28])=[O:23])[C:13]1[CH:14]=[CH:15][CH:16]=[CH:17][CH:18]=1 |f:0.1.2,5.6|. Procedure: Potassium carbonate (0.031 g) and 3-bromo-1-propanol (0.013 mL) were added to a 2-butanone (1.3 mL) solution of methyl 2-(2-(benzyloxy)-5-(2-(piperazin-1-yl)ethoxy)benzamido)-4-phenylbenzoate (0.084 g), followed by heating to reflux for 1 hour. The reaction mixture was cooled to room temperature, and then a saturated aqueous solution of sodium bicarbonate and ethyl acetate were added thereto. The organic layer was separated, washed with a saturated aqueous solution of sodium chloride, and dried ...